This data is from the Open Reaction Database (ORD), a public repository of structured organic reaction records. The task is: describe an organic reaction: reactants, conditions, products, and yield Starting materials: CS(C)=O, [Cl-], CCOC(=O)c1c(C(F)(F)F)n(C)cc(-c2cc(OC(C)C)c(Cl)cc2F)c1=O, [Na+], O. The product is CC(C)Oc1cc(-c2cn(C)c(C(F)(F)F)cc2=O)c(F)cc1Cl. Reaction SMILES: [CH3:32][S:33]([CH3:34])=[O:35].[Cl-:31].[Cl:1][c:2]1[cH:3][c:4]([F:29])[c:5](-[c:12]2[c:13](=[O:28])[c:14]([C:23]([O:24][CH2:25][CH3:26])=[O:27])[c:15]([C:19]([F:20])([F:21])[F:22])[n:16]([CH3:18])[cH:17]2)[cH:6][c:7]1[O:8][CH:9]([CH3:10])[CH3:11].[Na+:30].[OH2:36]>>[Cl:1][c:2]1[cH:3][c:4]([F:29])[c:5](-[c:12]2[c:13](=[O:28])[cH:14][c:15]([C:19]([F:20])([F:21])[F:22])[n:16]([CH3:18])[cH:17]2)[cH:6][c:7]1[O:8][CH:9]([CH3:10])[CH3:11].